This data is from the Open Reaction Database (ORD), a public repository of structured organic reaction records. The task is: describe an organic reaction: reactants, conditions, products, and yield The reactants are C1CCOC1, CCOC(=O)CCc1cc(Cl)c(O)c(OC)c1, CCCCC(O)c1cccc(-c2ccc(C(F)(F)F)cc2)n1, O=C(N=NC(=O)N1CCCCC1)N1CCCCC1. Product: CCCCC(Oc1c(Cl)cc(CCC(=O)OCC)cc1OC)c1cccc(-c2ccc(C(F)(F)F)cc2)n1. RXN SMILES: [CH2:58]1[O:59][CH2:60][CH2:61][CH2:62]1.[Cl:23][c:24]1[cH:25][c:26]([CH2:33][CH2:34][C:35](=[O:36])[O:37][CH2:38][CH3:39])[cH:27][c:28]([O:31][CH3:32])[c:29]1[OH:30].[F:1][C:2]([c:3]1[cH:4][cH:5][c:6](-[c:9]2[cH:10][cH:11][cH:12][c:13]([CH:15]([CH2:16][CH2:17][CH2:18][CH3:19])[OH:20])[n:14]2)[cH:7][cH:8]1)([F:21])[F:22].[N:40]([C:41]([N:42]1[CH2:43][CH2:44][CH2:45][CH2:46][CH2:47]1)=[O:48])=[N:49][C:50]([N:51]1[CH2:52][CH2:53][CH2:54][CH2:55][CH2:56]1)=[O:57]>>[F:1][C:2]([c:3]1[cH:4][cH:5][c:6](-[c:9]2[cH:10][cH:11][cH:12][c:13]([CH:15]([CH2:16][CH2:17][CH2:18][CH3:19])[O:20][c:29]3[c:24]([Cl:23])[cH:25][c:26]([CH2:33][CH2:34][C:35](=[O:36])[O:37][CH2:38][CH3:39])[cH:27][c:28]3[O:31][CH3:32])[n:14]2)[cH:7][cH:8]1)([F:21])[F:22].